This data is from the Open Reaction Database (ORD), a public repository of structured organic reaction records. The task is: describe an organic reaction: reactants, conditions, products, and yield Reactants: ClC1=CC=C(CN)C=C1 (4-chlorobenzylamine), OC1=C(C=NC2=CC(=CC=C12)[N+](=O)[O-])C(=O)OCC (ethyl 4-hydroxy-7-nitro-3-quinoline carboxylate). Solvent: C(C)(=O)OCC (Ethyl acetate). Reaction conditions: temperature 180 celsius. The product is NC1=CC=C2C(=C(C=NC2=C1)C(=O)NCC1=CC=C(C=C1)Cl)O (7-Amino-N-[(4-chlorophenyl)methyl]-4-hydroxy-3-quinolinecarboxamide). Reaction SMILES: [Cl:1][C:2]1[CH:9]=[CH:8][C:5]([CH2:6][NH2:7])=[CH:4][CH:3]=1.[OH:10][C:11]1[C:20]2[C:15](=[CH:16][C:17]([N+:21]([O-])=O)=[CH:18][CH:19]=2)[N:14]=[CH:13][C:12]=1[C:24](OCC)=[O:25]>C(OCC)(=O)C>[NH2:21][C:17]1[CH:16]=[C:15]2[C:20]([C:11]([OH:10])=[C:12]([C:24]([NH:7][CH2:6][C:5]3[CH:8]=[CH:9][C:2]([Cl:1])=[CH:3][CH:4]=3)=[O:25])[CH:13]=[N:14]2)=[CH:19][CH:18]=1. Reported procedure: A suspension of 0.60 mL of 4-chlorobenzylamine and 0.200 g of ethyl 4-hydroxy-7-nitro-3-quinoline carboxylate is heated to 180° C. for 1 h. The reaction is cooled to room temperature. Ethyl acetate is added and the resulting solid is collected and washed with ethyl acetate to yield 0.071 g of the title compound as a tan solid. The reactants are ice water, ClC1=C(CBr)C=CC(=C1Cl)OC (2,3-dichloro-4-methoxybenzyl bromide), [C-]#N.[Na+] (sodium cyanide). The solvent is CS(=O)C (dimethyl sulfoxide), CS(=O)C (dimethyl sulfoxide). Yields the product ClC1=C(CC#N)C=CC(=C1Cl)OC (2,3-Dichloro-4-methoxybenzyl cyanide). As a reaction SMILES: [Cl:1][C:2]1[C:9]([Cl:10])=[C:8]([O:11][CH3:12])[CH:7]=[CH:6][C:3]=1[CH2:4]Br.[C-:13]#[N:14].[Na+]>CS(C)=O>[Cl:1][C:2]1[C:9]([Cl:10])=[C:8]([O:11][CH3:12])[CH:7]=[CH:6][C:3]=1[CH2:4][C:13]#[N:14] |f:1.2|. Reported procedure: With stirring, a solution of 68 g of 2,3-dichloro-4-methoxybenzyl bromide in 220 ml of dimethyl sulfoxide was added dropwise to a suspension of 15 g of anhydrous sodium cyanide in 250 ml of anhydrous dimethyl sulfoxide. The mixture was subsequently heated to reflux temperature under an atmosphere of nitrogen for 5 hours. The cold reaction mixture was poured into 1.5 l of ice-water, after which the solid product which had formed was separated off, washed with water and purified by trituration wit...